Dataset: the Open Reaction Database (ORD), a public repository of structured organic reaction records. Task: describe an organic reaction: reactants, conditions, products, and yield The reactants are Cc1cc(S(N)(=O)=O)ccc1NC(=O)c1cc(Cl)ncn1, COCCNCCOC. As a reaction SMILES: [CH3:1][c:2]1[c:3]([NH:12][C:13](=[O:14])[c:15]2[n:16][cH:17][n:18][c:19]([Cl:21])[cH:20]2)[cH:4][cH:5][c:6]([S:8]([NH2:9])(=[O:10])=[O:11])[cH:7]1.[CH3:22][O:23][CH2:24][CH2:25][NH:26][CH2:27][CH2:28][O:29][CH3:30]>>[CH3:1][c:2]1[c:3]([NH:12][C:13](=[O:14])[c:15]2[n:16][cH:17][n:18][c:19]([N:26]([CH2:25][CH2:24][O:23][CH3:22])[CH2:27][CH2:28][O:29][CH3:30])[cH:20]2)[cH:4][cH:5][c:6]([S:8]([NH2:9])(=[O:10])=[O:11])[cH:7]1. Product: COCCN(CCOC)c1cc(C(=O)Nc2ccc(S(N)(=O)=O)cc2C)ncn1.